This data is from the Open Reaction Database (ORD), a public repository of structured organic reaction records. The task is: describe an organic reaction: reactants, conditions, products, and yield Reactants: BrC=1C=CC=2C=CC3=CC=C(C=C3C2C1)Cl (3-bromo-6-chlorophenanthrene), CrO3, C(C)(=O)O (acetic acid), O (water). Run at temperature 100 celsius, time 2 hour. The product is BrC=1C=CC=2C(C(C3=CC=C(C=C3C2C1)Cl)=O)=O (3-bromo-6-chlorophenanthrene-9,10-dione). As a reaction SMILES: [Br:1][C:2]1[CH:3]=[CH:4][C:5]2[CH:6]=CC3[C:13]([C:14]=2[CH:15]=1)=[CH:12][C:11]([Cl:16])=[CH:10][CH:9]=3.[OH2:17].[C:18]([OH:21])(=O)[CH3:19]>>[Br:1][C:2]1[CH:3]=[CH:4][C:5]2[C:6](=[O:17])[C:18](=[O:21])[C:19]3[C:13]([C:14]=2[CH:15]=1)=[CH:12][C:11]([Cl:16])=[CH:10][CH:9]=3. Procedure: To a solution of 3-bromo-6-chlorophenanthrene from Step 2 (1.71 g; 5.86 mmol) in 35 mL of acetic acid was added 2.3 g (23.5 mmol) of CrO3. The mixture was stirred 2 hrs at 100° C., cooled down to room temperature, poured into 300 mL of water and stirred for 1 hr. The suspension was filtered, washed with water and Et2O and pumped under reduced pressure to afford 1.67 g of 3-bromo-6-chlorophenanthrene-9,10-dione as a solid. Starting materials: CS(C)=O, CCOC(C)=O, N#C[Cu]C#N, Fc1cnc2c(c1)c(I)nn2Cc1ccccc1F, N, O. Yields the product N#Cc1nn(Cc2ccccc2F)c2ncc(F)cc12. Reaction SMILES: [CH3:27][S:28]([CH3:29])=[O:30].[CH3:31][CH2:32][O:33][C:34](=[O:35])[CH3:36].[Cu:20]([C:21]#[N:22])[C:23]#[N:24].[F:1][c:2]1[cH:3][c:4]2[c:5]([n:6][cH:7]1)[n:8]([CH2:12][c:13]1[c:14]([F:19])[cH:15][cH:16][cH:17][cH:18]1)[n:9][c:10]2[I:11].[NH3:25].[OH2:26]>>[F:1][c:2]1[cH:3][c:4]2[c:5]([n:6][cH:7]1)[n:8]([CH2:12][c:13]1[c:14]([F:19])[cH:15][cH:16][cH:17][cH:18]1)[n:9][c:10]2[C:21]#[N:22]. Reactants: C(=C)(C)C=1N(C2=CC=CC=C2C1)C (2-isopropenyl-1-methylindole), C(C1=CC=CC=C1)N1C(C=CC1=O)=O (N-benzylmaleimide). Product: C(C1=CC=CC=C1)N1C(=O)C2CC(C=3N(C4=CC=CC=C4C3C2C1=O)C)C (N-benzyl-1-methyl-9-methyl-1,2,3,4-tetrahydrocarbazole-3,4-dicarboximide). The yield is 68.6%. RXN SMILES: [C:1]([C:4]1[N:5]([CH3:13])[C:6]2[C:11]([CH:12]=1)=[CH:10][CH:9]=[CH:8][CH:7]=2)([CH3:3])=[CH2:2].[CH2:14]([N:21]1[C:25](=[O:26])[CH:24]=[CH:23][C:22]1=[O:27])[C:15]1[CH:20]=[CH:19][CH:18]=[CH:17][CH:16]=1>>[CH2:14]([N:21]1[C:25](=[O:26])[CH:24]2[CH:23]([CH2:2][CH:1]([CH3:3])[C:4]3[N:5]([CH3:13])[C:6]4[C:11]([C:12]=32)=[CH:10][CH:9]=[CH:8][CH:7]=4)[C:22]1=[O:27])[C:15]1[CH:16]=[CH:17][CH:18]=[CH:19][CH:20]=1. Procedure details: 850 mg of 2-isopropenyl-1-methylindole and 980 mg of N-benzylmaleimide were stirred at 110° C. for 30 minutes. The resulting solid was recrystallized from 10 ml of ethanol to obtain 1.22 g (yield: 69%) of N-benzyl-1-methyl-9-methyl-1,2,3,4-tetrahydrocarbazole-3,4-dicarboximide as colorless needles. Starting materials: C(C1=CC=CC=C1)N1C2CN(CC2CC1CCC1OCCCO1)C(=O)OCC ((1RS,3RS,5RS)-2-benzyl-3-[2-(1,3-dioxan-2-yl)ethyl]-2,7-diazabicyclo[3.3.0]octane-7-carboxylic acid, ethyl ester), Cl.Cl.N1(C=NC=C1)C1=CC=C(C=C1)NN (4-(imidazol-1-yl)phenylhydrazine, dihydrochloride), [OH-].[Na+] (NaOH). Solvent: OS(=O)(=O)O (H2SO4). Yields the product C(C1=CC=CC=C1)N1C2CN(CC2CC1CC1=CNC2=CC=C(C=C12)N1C=NC=C1)C(=O)OCC ((1RS,3RS,5RS)-2-Benzyl-3-[{5-(imidazol-1-yl)-1H-indol-3-yl]methyl}-2,7-diazabicyclo[3.3.0]octane-7-carboxylic acid, ethyl ester). Yield: 43.6%. Reaction SMILES: [CH2:1]([N:8]1[CH:15]([CH2:16][CH2:17][CH:18]2OCCCO2)[CH2:14][CH:13]2[CH:9]1[CH2:10][N:11]([C:24]([O:26][CH2:27][CH3:28])=[O:25])[CH2:12]2)[C:2]1[CH:7]=[CH:6][CH:5]=[CH:4][CH:3]=1.Cl.Cl.[N:31]1([C:36]2[CH:41]=[CH:40][C:39]([NH:42]N)=[CH:38][CH:37]=2)[CH:35]=[CH:34][N:33]=[CH:32]1.[OH-].[Na+]>OS(O)(=O)=O>[CH2:1]([N:8]1[CH:15]([CH2:16][C:17]2[C:40]3[C:39](=[CH:38][CH:37]=[C:36]([N:31]4[CH:35]=[CH:34][N:33]=[CH:32]4)[CH:41]=3)[NH:42][CH:18]=2)[CH2:14][CH:13]2[CH:9]1[CH2:10][N:11]([C:24]([O:26][CH2:27][CH3:28])=[O:25])[CH2:12]2)[C:2]1[CH:7]=[CH:6][CH:5]=[CH:4][CH:3]=1 |f:1.2.3,4.5|. Procedure: A mixture of (1RS,3RS,5RS)-2-benzyl-3-[2-(1,3-dioxan-2-yl)ethyl]-2,7-diazabicyclo[3.3.0]octane-7-carboxylic acid, ethyl ester (0.3081 g, 0.793 mmol) and 4-(imidazol-1-yl)phenylhydrazine, dihydrochloride (0.2055 g, 0.832 mmol) in 4% H2SO4 (aq) (10 mL) was heated at reflux under argon for 20 h whilst stirring magnetically. After cooling, the reaction mixture was made basic with 50% NaOH solution and extracted with EtOAc (4×25 mL). The combined organic extracts were dried (K2CO3) and evaporated in ... Reactants: C(C=C)NC1=NC(=NC2=CC=C(C=C12)[N+](=O)[O-])Cl (4-allylamino-2-chloro-6-nitroquinazoline), C(C=C)NCC=C (diallylamine). Run in O (Water). Run at time 1 hour. The product is C(C=C)NC1=NC(=NC2=CC=C(C=C12)[N+](=O)[O-])N(CC=C)CC=C (4-Allylamino-2-diallylamino-6-nitroquinazoline). The yield is 88.4%. As a reaction SMILES: [CH2:1]([NH:4][C:5]1[C:14]2[C:9](=[CH:10][CH:11]=[C:12]([N+:15]([O-:17])=[O:16])[CH:13]=2)[N:8]=[C:7](Cl)[N:6]=1)[CH:2]=[CH2:3].[CH2:19]([NH:22][CH2:23][CH:24]=[CH2:25])[CH:20]=[CH2:21]>O>[CH2:1]([NH:4][C:5]1[C:14]2[C:9](=[CH:10][CH:11]=[C:12]([N+:15]([O-:17])=[O:16])[CH:13]=2)[N:8]=[C:7]([N:22]([CH2:23][CH:24]=[CH2:25])[CH2:19][CH:20]=[CH2:21])[N:6]=1)[CH:2]=[CH2:3]. Reported procedure: A mixture of 300 mg (1.13 mmol) of 4-allylamino-2-chloro-6-nitroquinazoline and 1.18 g (12.15 mmol) of diallylamine for 2 hours was stirred at room temperature, and then at 60° C. for one hour. Water was added to the reaction mixture, followed by extraction with ethyl acetate, washing with brine and drying over anhydrous sodium sulfate. After the solvent was distilled off, the residue was purified by a silica gel column to give 325 mg (yield: 88.5%) of the title compound. Reactants: C1(=CC=CC=C1)P(=O)(C1=CC=CC=C1)Cl (diphenylphosphoryl chloride), O[C@H](C)[C@@H]1[C@@H]2N(C(C([C@@H]2C)=O)C(=O)OCC2=CC=C(C=C2)[N+](=O)[O-])C1=O (4-nitrobenzyl (1R, 5R, 6S)-6-[(1R)-1-hydroxyethyl]-1-methyl-2-oxo-1-carbapenam-3-carboxylate), FC(S(=O)(=O)O)(F)F.S[C@H]1C[C@H](N(C1)C(=O)OCC1=CC=C(C=C1)[N+](=O)[O-])C(=O)N1CCN(CC1)C(C)=NC(=O)OCC1=CC=C(C=C1)[N+](=O)[O-] ((2S, 4S)-4-mercapto-2-[4-(N-4-nitrobenzyloxycarbonylacetimidoyl)piperazin-1-ylcarbonyl]-1-(4-nitrobenzyloxycarbonyl)pyrrolidine trifluoromethanesulfonate). Product: [N+](=O)([O-])C1=CC=C(COC(=O)N=C(C)N2CCN(CC2)C(=O)[C@H]2N(C[C@H](C2)SC=2[C@@H]([C@H]3N(C2C(=O)OCC2=CC=C(C=C2)[N+](=O)[O-])C([C@@H]3[C@@H](C)O)=O)C)C(=O)OCC3=CC=C(C=C3)[N+](=O)[O-])C=C1 (4-Nitrobenzyl (1R,5S,6S)-2-[(2S,4S)-2-[4-(N-4-nitrobenzyloxycarbonylacetimidoyl)piperazin-1-ylcarbonyl]-1-(4-nitrobenzyloxycarbonyl)pyrrolidin-4-ylthio]-6-[(1R)-1-hydroxyethyl]-1-methyl-1-carbapen-2-em-3-carboxylate). Reaction conditions: time 1 hour. Procedure details: 127 μl of diphenylphosphoryl chloride and 108 μl of diisopropylethylamine were added dropwise, whilst ice-cooling, to a solution of 210 mg of 4-nitrobenzyl (1R, 5R, 6S)-6-[(1R)-1-hydroxyethyl]-1-methyl-2-oxo-1-carbapenam-3-carboxylate in 2.6 ml of dry acetonitrile, and the resulting mixture was stirred at the same temperature for 1 hour. At the end of this time, a solution of 450 mg of (2S, 4S)-4-mercapto-2-[4-(N-4-nitrobenzyloxycarbonylacetimidoyl)piperazin-1-ylcarbonyl]-1-(4-nitrobenzyloxycarb... Reaction SMILES: C1(P(Cl)(C2C=CC=CC=2)=O)C=CC=CC=1.[OH:16][C@@H:17]([C@H:19]1[C:40](=[O:41])[N:21]2[CH:22]([C:27]([O:29][CH2:30][C:31]3[CH:36]=[CH:35][C:34]([N+:37]([O-:39])=[O:38])=[CH:33][CH:32]=3)=[O:28])[C:23](=O)[C@H:24]([CH3:25])[C@H:20]12)[CH3:18].FC(F)(F)S(O)(=O)=O.[SH:50][C@@H:51]1[CH2:55][N:54]([C:56]([O:58][CH2:59][C:60]2[CH:65]=[CH:64][C:63]([N+:66]([O-:68])=[O:67])=[CH:62][CH:61]=2)=[O:57])[C@H:53]([C:69]([N:71]2[CH2:76][CH2:75][N:74]([C:77](=[N:79][C:80]([O:82][CH2:83][C:84]3[CH:89]=[CH:88][C:87]([N+:90]([O-:92])=[O:91])=[CH:86][CH:85]=3)=[O:81])[CH3:78])[CH2:73][CH2:72]2)=[O:70])[CH2:52]1>C(#N)C.C(N(C(C)C)CC)(C)C>[N+:90]([C:87]1[CH:86]=[CH:85][C:84]([CH2:83][O:82][C:80]([N:79]=[C:77]([N:74]2[CH2:73][CH2:72][N:71]([C:69]([C@@H:53]3[CH2:52][C@H:51]([S:50][C:23]4[C@H:24]([CH3:25])[C@@H:20]5[C@@H:19]([C@H:17]([OH:16])[CH3:18])[C:40](=[O:41])[N:21]5[C:22]=4[C:27]([O:29][CH2:30][C:31]4[CH:32]=[CH:33][C:34]([N+:37]([O-:39])=[O:38])=[CH:35][CH:36]=4)=[O:28])[CH2:55][N:54]3[C:56]([O:58][CH2:59][C:60]3[CH:61]=[CH:62][C:63]([N+:66]([O-:68])=[O:67])=[CH:64][CH:65]=3)=[O:57])=[O:70])[CH2:76][CH2:75]2)[CH3:78])=[O:81])=[CH:89][CH:88]=1)([O-:92])=[O:91] |f:2.3|. Isolated yield 21.6%. The solvent is C(C)(C)N(CC)C(C)C (diisopropylethylamine), C(C)#N (acetonitrile), C(C)#N (acetonitrile), C(C)(C)N(CC)C(C)C (diisopropylethylamine). Yields the product NC(Cc1ccccc1)C(=O)O. Reaction SMILES: [Cl:13][C:14]([O-:15])=[O:16].[NH2:1][CH:2]([CH2:3][c:4]1[cH:5][cH:6][cH:7][cH:8][cH:9]1)[C:10]([OH:11])=[O:12].[Na+:18].[Na+:19].[Na:17].[O-:20][C:21](=[O:22])[O-:23].[O:24]1[CH2:25][CH2:26][O:27][CH2:28][CH2:29]1>>[NH2:1][CH:2]([CH2:3][c:4]1[cH:5][cH:6][cH:7][cH:8][cH:9]1)[C:10](=[O:11])[OH:12]. Reactants: O=C([O-])Cl, NC(Cc1ccccc1)C(=O)O, [Na+], [Na+], [Na], O=C([O-])[O-], C1COCCO1. The reactants are N1CCOCC1 (Morpholine), 50b, BrCC(=O)C1=CC=C(C=C1)[N+](=O)[O-] (2-bromo-1-(4-nitro-phenyl)-ethanone), 50a, CCN(C(C)C)C(C)C (DIPEA). Solvent: C1CCOC1 (THF). Conditions: time 3 hour. Product: N1(CCOCC1)CC(=O)C1=CC=C(C=C1)[N+](=O)[O-] (2-morpholin-4-yl-1-(4-nitro-phenyl)-ethanone), 50c. RXN SMILES: [NH:1]1[CH2:6][CH2:5][O:4][CH2:3][CH2:2]1.Br[CH2:8][C:9]([C:11]1[CH:16]=[CH:15][C:14]([N+:17]([O-:19])=[O:18])=[CH:13][CH:12]=1)=[O:10].CCN(C(C)C)C(C)C>C1COCC1>[N:1]1([CH2:8][C:9]([C:11]2[CH:12]=[CH:13][C:14]([N+:17]([O-:19])=[O:18])=[CH:15][CH:16]=2)=[O:10])[CH2:6][CH2:5][O:4][CH2:3][CH2:2]1. Procedure: Morpholine Compound 50b (1.41 mL, 16.2 mmol) was added dropwise to a solution of 2-bromo-1-(4-nitro-phenyl)-ethanone Compound 50a (4.15 g, 16.2 mmol) in THF (50 mL) and DIPEA (3.1 mL, 17.8 mmol). The reaction was stirred for 3 hours and then extracted from 0.5 M NaH2PO4 with EtOAc. The combined extracts were dried over MgSO4, filtered and evaporated down. The residue was recrystallized from EtOAc and hexanes to give 2-morpholin-4-yl-1-(4-nitro-phenyl)-ethanone Compound 50c (2.55 g) as a yellow s... The reactants are B(F)(F)F (boron trifluoride), F (hydrogen fluoride), F (hydrogen fluoride), ClC(C)(Cl)Cl (1,1,1-trichloroethane), B(F)(F)F (boron trifluoride). Yields the product ClC(C)(Cl)Cl (1,1,1-trichloroethane), ClC(C)(F)Cl (1,1-dichloro-1-fluoroethane). RXN SMILES: F.[Cl:2][C:3]([Cl:6])([Cl:5])[CH3:4].B(F)(F)[F:8]>>[Cl:2][C:3]([Cl:6])([Cl:5])[CH3:4].[Cl:2][C:3]([Cl:6])([F:8])[CH3:4]. Reported procedure: The data indicates that using a 3.3:1 molar ratio of hydrogen fluoride to 1,1,1-trichloroethane, in the presence of 1.4 mole % boron trifluoride, based upon the combined amounts of hydrogen fluoride and boron trifluoride, results in 60% conversion of 1,1,1-trichloroethane at 60° C., with 97.3% selectivity for 1,1-dichloro-1-fluoroethane. At 75° C., conversion increased to 98.1%, while selectivity for 1,1-dichloro-1-fluoroethane was still 67.5%, with the only by-product being 1-chloro-1,1-difluor...